From a dataset of the Open Reaction Database (ORD), a public repository of structured organic reaction records. describe an organic reaction: reactants, conditions, products, and yield Reactants: CC(C)(C)OC(=O)N1CCCN(c2nc3ccccc3n2CCO[Si](C)(C)C(C)(C)C)CC1, CO, [F-], [NH4+]. Yields the product CC(C)(C)OC(=O)N1CCCN(c2nc3ccccc3n2CCO)CC1. RXN SMILES: [C:1]([CH3:2])([CH3:3])([CH3:4])[O:5][C:6](=[O:7])[N:8]1[CH2:9][CH2:10][N:11]([c:15]2[n:16][c:17]3[c:18]([n:19]2[CH2:20][CH2:21][O:22][Si:23]([C:24]([CH3:25])([CH3:26])[CH3:27])([CH3:28])[CH3:29])[cH:30][cH:31][cH:32][cH:33]3)[CH2:12][CH2:13][CH2:14]1.[CH3:36][OH:37].[F-:34].[NH4+:35]>>[C:1]([CH3:2])([CH3:3])([CH3:4])[O:5][C:6](=[O:7])[N:8]1[CH2:9][CH2:10][N:11]([c:15]2[n:16][c:17]3[c:18]([n:19]2[CH2:20][CH2:21][OH:22])[cH:30][cH:31][cH:32][cH:33]3)[CH2:12][CH2:13][CH2:14]1. Starting materials: CCCCCCC, ClCCl, CC(C)(C)OC(=O)c1ccc2nc(C(F)(F)F)ccc2c1, O=C(O)C(F)(F)F. Yields the product O=C(O)c1ccc2nc(C(F)(F)F)ccc2c1. RXN SMILES: [CH3:29][CH2:30][CH2:31][CH2:32][CH2:33][CH2:34][CH3:35].[Cl:36][CH2:37][Cl:38].[F:1][C:2]([c:3]1[n:4][c:5]2[cH:6][cH:7][c:8]([C:13](=[O:14])[O:15][C:16]([CH3:17])([CH3:18])[CH3:19])[cH:9][c:10]2[cH:11][cH:12]1)([F:20])[F:21].[OH:22][C:23]([C:24]([F:25])([F:26])[F:27])=[O:28]>>[F:1][C:2]([c:3]1[n:4][c:5]2[cH:6][cH:7][c:8]([C:13](=[O:14])[OH:15])[cH:9][c:10]2[cH:11][cH:12]1)([F:20])[F:21]. The reactants are C1(=CC=CC=C1)OC(=O)Cl (Phenylchloroformate), C[Mg]Cl (Methyl magnesium chloride), three, cuprous iodide, CSC (dimethyl sulfide), [NH4+].[Cl-] (NH4Cl), N1=CC=CC=C1 (Pyridine). Solvent: C1CCOC1 (THF), C1CCOC1 (THF), C1CCOC1 (THF). Run at temperature -25 celsius, time 15 minute. Yields the product CC1C=CN(C=C1)C(=O)OC1=CC=CC=C1 (4-Methyl-1-(phenoxycarbonyl)-1,4-dihydropyridine). The yield is 91.4%. RXN SMILES: CSC.[N:4]1[CH:9]=[CH:8][CH:7]=[CH:6][CH:5]=1.[C:10]1([O:16][C:17](Cl)=[O:18])[CH:15]=[CH:14][CH:13]=[CH:12][CH:11]=1.[CH3:20][Mg]Cl.[NH4+].[Cl-]>C1COCC1>[CH3:20][CH:7]1[CH:8]=[CH:9][N:4]([C:17]([O:16][C:10]2[CH:15]=[CH:14][CH:13]=[CH:12][CH:11]=2)=[O:18])[CH:5]=[CH:6]1 |f:4.5|. Procedure details: In a dry 500 ml three neck flask under nitrogen, a solution of cuprous iodide (0.28 g, 1.5 mmol) and dimethyl sulfide (8 ml) in 30 ml of dry THF was stirred at room temperature for 10 minutes. Pyridine (2.43 ml, 30 mmol) in 120 ml of dry THF was added to the reaction, then cooled to -25° C. Phenylchloroformate (3.9 ml, 30 mmol) in 10 ml dry THF was added to the reaction via an addition funnel (a thick brown precipitate formed immediately upon addition). The mixture was stirred for 15 minutes. Me... Run in CN(C=O)C (N,N-dimethylformamide). Procedure details: The title compound was synthesized in analogy to example 1, from 5-(4-isopropyl-piperazine-1-carbonyl)-1H-indole-2-carboxylic acid 1:1 hydrochloride, O-(benzotriazol-1-yl)-N,N,N′,N′-tetramethyluronium tetrafluoroborate (commercially available), 4-hydroxy piperidine (commercially available) and N,N-diisopropylethylamine in N,N-dimethylformamide to give the desired product after purification by preparative HPLC on reversed phase eluting with a gradient formed from acetonitrile/water/formic acid. Starting materials: C(C)(C)N1CCN(CC1)C(=O)C=1C=C2C=C(NC2=CC1)C(=O)O (5-(4-isopropyl-piperazine-1-carbonyl)-1H-indole-2-carboxylic acid), Cl (hydrochloride), F[B-](F)(F)F.N1(N=NC2=C1C=CC=C2)OC(=[N+](C)C)N(C)C (O-(benzotriazol-1-yl)-N,N,N′,N′-tetramethyluronium tetrafluoroborate), OC1CCNCC1 (4-hydroxy piperidine), C(C)(C)N(C(C)C)CC (N,N-diisopropylethylamine). Yields the product OC1CCN(CC1)C(=O)C=1NC2=CC=C(C=C2C1)C(=O)N1CCN(CC1)C(C)C ((4-Hydroxy-piperidin-1-yl)-[5-(4-isopropyl-piperazine-1-carbonyl)-1H-indol-2-yl]-methanone). As a reaction SMILES: [CH:1]([N:4]1[CH2:9][CH2:8][N:7]([C:10]([C:12]2[CH:13]=[C:14]3[C:18](=[CH:19][CH:20]=2)[NH:17][C:16]([C:21]([OH:23])=O)=[CH:15]3)=[O:11])[CH2:6][CH2:5]1)([CH3:3])[CH3:2].Cl.F[B-](F)(F)F.N1(OC(N(C)C)=[N+](C)C)C2C=CC=CC=2N=N1.[OH:47][CH:48]1[CH2:53][CH2:52][NH:51][CH2:50][CH2:49]1.C(N(CC)C(C)C)(C)C>CN(C)C=O>[OH:47][CH:48]1[CH2:53][CH2:52][N:51]([C:21]([C:16]2[NH:17][C:18]3[C:14]([CH:15]=2)=[CH:13][C:12]([C:10]([N:7]2[CH2:6][CH2:5][N:4]([CH:1]([CH3:3])[CH3:2])[CH2:9][CH2:8]2)=[O:11])=[CH:20][CH:19]=3)=[O:23])[CH2:50][CH2:49]1 |f:2.3|. The reactants are CCOC(=O)C (EtOAc), ClC1=NC2=CC=CN=C2C=C1 (2-chloro-1,5-naphthyridine), [O-]P(=O)([O-])[O-].[K+].[K+].[K+] (K3PO4), boronate ester, COC=1C=CC=C(C1C=2C=CC=CC2P(C3CCCCC3)C4CCCCC4)OC (S-Phos). Solvent: O (water), C1CCOC1 (THF). Conditions: temperature 100 celsius. Yields the product N1=C(C=CC2=NC=CC=C12)C=CC(=O)OCC (ethyl 3-(1,5-naphthyridin-2-yl)prop-2-enoate). Yield: 90.0%. As a reaction SMILES: Cl[C:2]1[CH:11]=[CH:10][C:9]2[C:4](=[CH:5][CH:6]=[CH:7][N:8]=2)[N:3]=1.[CH3:12]OC1C=CC=C(OC)C=1C1C=CC=CC=1P(C1CCCCC1)C1CCCCC1.[O-]P([O-])([O-])=O.[K+].[K+].[K+].[CH3:49][CH2:50][O:51][C:52]([CH3:54])=[O:53]>C1COCC1.O>[N:3]1[C:4]2[C:9](=[N:8][CH:7]=[CH:6][CH:5]=2)[CH:10]=[CH:11][C:2]=1[CH:12]=[CH:54][C:52]([O:51][CH2:50][CH3:49])=[O:53] |f:2.3.4.5|. Procedure details: 2-chloro-1,5-naphthyridine (101 mg, 0.614 mmol), boronate ester R1 (195 mg, 0.920 mmol), S-Phos (25.2 mg, 0.061 mmol), K3PO4 (391 mg, 1.841 mmol) and PdOAc2 (6.89 mg, 0.031 mmol) were combined in a 5-mL microwave vial in THF (2.5 mL) and water (500 μl). The reaction mixture was heated at 100° C. for 15 min. The reaction mixture was diluted with EtOAc (20 mL), washed with sat. aq. NaHCO3 (25 mL) and brine (25 mL), dried over MgSO4, filtered, and concentrated in vacuo. The resulting residue was pu...